Dataset: the Open Reaction Database (ORD), a public repository of structured organic reaction records. Task: describe an organic reaction: reactants, conditions, products, and yield RXN SMILES: [BrH:1].[C:16]([c:17]1[cH:18][cH:19][cH:20][cH:21][cH:22]1)(=[O:23])[Cl:24].[NH2:2][c:3]1[cH:4][cH:5][c:6](-[c:9]2[n:10][cH:11][c:12](=[O:15])[nH:13][cH:14]2)[cH:7][cH:8]1.[Na+:26].[OH-:25]>>[NH:2]([c:3]1[cH:4][cH:5][c:6](-[c:9]2[n:10][cH:11][c:12](=[O:15])[nH:13][cH:14]2)[cH:7][cH:8]1)[C:16]([c:17]1[cH:18][cH:19][cH:20][cH:21][cH:22]1)=[O:23]. The reactants are Br, O=C(Cl)c1ccccc1, Nc1ccc(-c2c[nH]c(=O)cn2)cc1, [Na+], [OH-]. Yields the product O=C(Nc1ccc(-c2c[nH]c(=O)cn2)cc1)c1ccccc1. Starting materials: C(C)(C)(C)C1CCC(CC1)=CC=1C=C2C=CC(=CC2=CC1)CN1CCC(CC1)C(=O)OCC (ethyl 1-((6-((4-tert-butylcyclohexylidene)methyl)naphthalen-2-yl)methyl)piperidine-4-carboxylate), [OH-].[Na+] (NaOH), O (H2O), Cl (HCl). Solvent: CO (MeOH). Conditions: temperature 80 celsius, time 4 hour. The product is C(C)(C)(C)C1CCC(CC1)=CC=1C=C2C=CC(=CC2=CC1)CN1CCC(CC1)C(=O)O (1-((6-((4-tert-butylcyclohexylidene)methyl)naphthalen-2-yl)methyl)piperidine-4-carboxylic acid). The yield is 75.8%. As a reaction SMILES: [C:1]([CH:5]1[CH2:10][CH2:9][C:8](=[CH:11][C:12]2[CH:13]=[C:14]3[C:19](=[CH:20][CH:21]=2)[CH:18]=[C:17]([CH2:22][N:23]2[CH2:28][CH2:27][CH:26]([C:29]([O:31]CC)=[O:30])[CH2:25][CH2:24]2)[CH:16]=[CH:15]3)[CH2:7][CH2:6]1)([CH3:4])([CH3:3])[CH3:2].[OH-].[Na+].O.Cl>CO>[C:1]([CH:5]1[CH2:10][CH2:9][C:8](=[CH:11][C:12]2[CH:13]=[C:14]3[C:19](=[CH:20][CH:21]=2)[CH:18]=[C:17]([CH2:22][N:23]2[CH2:24][CH2:25][CH:26]([C:29]([OH:31])=[O:30])[CH2:27][CH2:28]2)[CH:16]=[CH:15]3)[CH2:7][CH2:6]1)([CH3:4])([CH3:2])[CH3:3] |f:1.2|. Procedure details: To a solution of ethyl 1-((6-((4-tert-butylcyclohexylidene)methyl)naphthalen-2-yl)methyl)piperidine-4-carboxylate (50 mg, 0.11 mmol) in MeOH (3 mL) was added NaOH (22 mg, 0.55 mmol, 5.0 eq) and H2O (0.5 mL). The reaction mixture was stirred at 80° C. for 4 h. The pH of the solution was adjusted to 6 with 3 N HCl. The mixture was filtered and the yellow solid was the desired product 1-((6-((4-tert-butylcyclohexylidene)methyl)naphthalen-2-yl)methyl)piperidine-4-carboxylic acid (35 mg, yield: 81%).... Starting materials: [OH-].[Na+] (NaOH), [N+](=O)([O-])C1=C(C=C2CCCOC2=C1)N (7-Nitro-3,4-dihydro-2H-chromen-6-ylamine), N#CN (cyanamide), [CH]Cl (cHCl). Run in O (water). Reaction conditions: temperature 50 celsius, time 3 hour. Yields the product [N+]1(=NC(=NC2=C1C=C1OCCCC1=C2)N)[O-] (7,8-Dihydro-6H-chromeno[6,7-e][1,2,4]triazin-3-amine 1-Oxide). Isolated yield 56.2%. As a reaction SMILES: [N+:1]([C:4]1[CH:13]=[C:12]2[C:7]([CH2:8][CH2:9][CH2:10][O:11]2)=[CH:6][C:5]=1[NH2:14])([O-])=[O:2].[N:15]#[C:16][NH2:17].[CH]Cl.[OH-].[Na+]>O>[N+:1]1([O-:2])[C:4]2[CH:13]=[C:12]3[C:7](=[CH:6][C:5]=2[N:14]=[C:16]([NH2:17])[N:15]=1)[CH2:8][CH2:9][CH2:10][O:11]3 |f:3.4,^3:17|. Procedure details: A mixture of nitroaniline 238 (2.05 g, 10.6 mmol) and cyanamide (1.78 g, 42.3 mmol) were mixed together at 100° C., cooled to 50° C., cHCl (10 mL) added carefully and the mixture heated at 100° C. for 4 h. The mixture was cooled to 50° C., 7.5 M NaOH solution added until the mixture was strongly basic and the mixture stirred at 100° C. for 3 h. The mixture was cooled, diluted with water (200 mL), filtered, washed with water (3×50 mL) and dried. The aqueous fraction was extracted with CHCl3 (3×50... Starting materials: CC(=O)[O-], Nc1ccc(OCc2ccccc2)cc1F, COCC(=O)CC(=O)OC, CO, Cl, O=N[O-], [Na+], [Na+], O. Product: COCC(=O)C(=NNc1ccc(OCc2ccccc2)cc1F)C(=O)OC. RXN SMILES: [C:32]([O-:33])(=[O:34])[CH3:35].[CH2:5]([c:6]1[cH:7][cH:8][cH:9][cH:10][cH:11]1)[O:12][c:13]1[cH:14][c:15]([F:20])[c:16]([NH2:17])[cH:18][cH:19]1.[CH3:22][O:23][CH2:24][C:25]([CH2:26][C:27](=[O:28])[O:29][CH3:30])=[O:31].[CH3:38][OH:39].[ClH:21].[N:1]([O-:2])=[O:3].[Na+:36].[Na+:4].[OH2:37]>>[N:1]([NH:17][c:16]1[c:15]([F:20])[cH:14][c:13]([O:12][CH2:5][c:6]2[cH:7][cH:8][cH:9][cH:10][cH:11]2)[cH:19][cH:18]1)=[C:26]([C:25]([CH2:24][O:23][CH3:22])=[O:31])[C:27](=[O:28])[O:29][CH3:30]. Starting materials: [Cl-], [N-]=[N+]=Nc1ccc(S(=O)(=O)O)cc1, NCCCCCC(=O)O, [Na+], O=C([O-])O, O. Product: [N-]=[N+]=Nc1ccc(S(=O)(=O)NCCCCCC(=O)O)cc1. RXN SMILES: [Cl-:10].[N:11](=[N+:12]=[N-:13])[c:14]1[cH:15][cH:16][c:17]([S:20](=[O:21])(=[O:22])[OH:23])[cH:18][cH:19]1.[NH2:1][CH2:2][CH2:3][CH2:4][CH2:5][CH2:6][C:7](=[O:8])[OH:9].[Na+:28].[O-:24][C:25]([OH:26])=[O:27].[OH2:29]>>[NH:1]([CH2:2][CH2:3][CH2:4][CH2:5][CH2:6][C:7](=[O:8])[OH:9])[S:20]([c:17]1[cH:16][cH:15][c:14]([N:11]=[N+:12]=[N-:13])[cH:19][cH:18]1)(=[O:21])=[O:22]. The product is CC1=C(C(=O)O)C(c2ccc(C#N)cc2S(C)(=O)=O)N(S(C)(=O)=O)C(=O)N1c1cccc(C(F)(F)F)c1. Reactants: C=CCOC(=O)C1=C(C)N(c2cccc(C(F)(F)F)c2)C(=O)N(S(C)(=O)=O)C1c1ccc(C#N)cc1S(C)(=O)=O, C1COCCN1, C1CCOC1, c1ccc(P(c2ccccc2)(c2ccccc2)[Pd](P(c2ccccc2)(c2ccccc2)c2ccccc2)(P(c2ccccc2)(c2ccccc2)c2ccccc2)P(c2ccccc2)(c2ccccc2)c2ccccc2)cc1. Reaction SMILES: [C:1](#[N:2])[c:3]1[cH:4][c:5]([S:37](=[O:38])(=[O:39])[CH3:40])[c:6]([CH:9]2[N:10]([S:33](=[O:34])(=[O:35])[CH3:36])[C:11](=[O:32])[N:12]([c:22]3[cH:23][c:24]([C:28]([F:29])([F:30])[F:31])[cH:25][cH:26][cH:27]3)[C:13]([CH3:21])=[C:14]2[C:15](=[O:16])[O:17][CH2:18][CH:19]=[CH2:20])[cH:7][cH:8]1.[CH2:41]1[NH:42][CH2:43][CH2:44][O:45][CH2:46]1.[CH2:47]1[O:48][CH2:49][CH2:50][CH2:51]1.[cH:52]1[cH:53][cH:54][c:55]([P:56]([Pd:57]([P:58]([c:59]2[cH:60][cH:61][cH:62][cH:63][cH:64]2)([c:65]2[cH:66][cH:67][cH:68][cH:69][cH:70]2)[c:71]2[cH:72][cH:73][cH:74][cH:75][cH:76]2)([P:77]([c:78]2[cH:79][cH:80][cH:81][cH:82][cH:83]2)([c:84]2[cH:85][cH:86][cH:87][cH:88][cH:89]2)[c:90]2[cH:91][cH:92][cH:93][cH:94][cH:95]2)[P:96]([c:97]2[cH:98][cH:99][cH:100][cH:101][cH:102]2)([c:103]2[cH:104][cH:105][cH:106][cH:107][cH:108]2)[c:109]2[cH:110][cH:111][cH:112][cH:113][cH:114]2)([c:115]2[cH:116][cH:117][cH:118][cH:119][cH:120]2)[c:121]2[cH:122][cH:123][cH:124][cH:125][cH:126]2)[cH:127][cH:128]1>>[C:1](#[N:2])[c:3]1[cH:4][c:5]([S:37](=[O:38])(=[O:39])[CH3:40])[c:6]([CH:9]2[N:10]([S:33](=[O:34])(=[O:35])[CH3:36])[C:11](=[O:32])[N:12]([c:22]3[cH:23][c:24]([C:28]([F:29])([F:30])[F:31])[cH:25][cH:26][cH:27]3)[C:13]([CH3:21])=[C:14]2[C:15](=[O:16])[OH:17])[cH:7][cH:8]1. Starting materials: [OH-].[Na+] (sodium hydroxide), CC1=CC=CC=2C(=C(CCCC21)C(=O)OC)C (methyl 4,9-dimethyl-6,7-dihydro-5H-benzocycloheptene-8-carboxylate). Run in CO (methanol). The product is CC1=CC=CC=2C(=C(CCCC21)C(=O)O)C (4,9-dimethyl-6,7-dihydro-5H-benzocycloheptene-8-carboxylic acid). Isolated yield 70.4%. As a reaction SMILES: [OH-].[Na+].[CH3:3][C:4]1[C:14]2[CH2:13][CH2:12][CH2:11][C:10]([C:15]([O:17]C)=[O:16])=[C:9]([CH3:19])[C:8]=2[CH:7]=[CH:6][CH:5]=1>CO>[CH3:3][C:4]1[C:14]2[CH2:13][CH2:12][CH2:11][C:10]([C:15]([OH:17])=[O:16])=[C:9]([CH3:19])[C:8]=2[CH:7]=[CH:6][CH:5]=1 |f:0.1|. Procedure: A 2N-aqueous sodium hydroxide solution (10 ml) was added to a solution of methyl 4,9-dimethyl-6,7-dihydro-5H-benzocycloheptene-8-carboxylate (0.85 g, 3.68 mmol) in methanol (10 ml), and the mixture was heated under reflux for 3 hours. The methanol was distilled off under reduced pressure and the residue was adjusted to pH 1 to 2 with 4N-hydrochloric acid and then extracted three times with ethyl acetate. The extract solution was dried over anhydrous magnesium sulfate. The solvent was distilled o... The reactants are NC(C(C)C)C(=O)O (D,L-Valine), C(C)(=O)OC(C)=O (acetic anhydride). Run in C(C)(=O)O (acetic acid). Reaction conditions: time 10 minute. Product: C(C)(=O)NC(C(C)C)C(=O)O (N-Acetyl-D,L-valine). RXN SMILES: [NH2:1][CH:2]([C:6]([OH:8])=[O:7])[CH:3]([CH3:5])[CH3:4].[C:9](OC(=O)C)(=[O:11])[CH3:10]>C(O)(=O)C>[C:9]([NH:1][CH:2]([C:6]([OH:8])=[O:7])[CH:3]([CH3:5])[CH3:4])(=[O:11])[CH3:10]. Procedure details: 11.7 g (0.10 mol) D,L-Valine were dissolved in 100 ml of acetic acid and treated with 11.2 g (0.11 mol) acetic anhydride at 90° C. Concentration was carried out after 10 minutes at 15 mbar and 100° C. After HPCL analysis the crystalline residue was shown to contain 95.6% Acetyl-D,L-valine and 2.8% N-Acetyl-D,L-valyl-D,L-valine.